This data is from the Open Reaction Database (ORD), a public repository of structured organic reaction records. The task is: describe an organic reaction: reactants, conditions, products, and yield Starting materials: [H-] (hydride), [H-].COCCO[Al+]OCCOC.[Na+].[H-] (sodium bis(2-methoxyethoxy)aluminum hydride), C1C2C1(C(=O)NC2=O)C3=CC=C(C=C3)Cl (1-(p-chlorophenyl)-1,2-cyclopropanedicarboximide), [OH-].[Na+] (sodium hydroxide). Run in C1=CC=CC=C1 (benzene), O (water). Product: ClC1=CC=C(C=C1)C12C(NCC2C1)=O (1-p-Chlorophenyl-3-azabicyclo[3.1.0]hexan-2-one). As a reaction SMILES: [H-].COCCO[Al+]OCCOC.[Na+].[H-].[CH2:15]1[C:17]2([C:23]3[CH:28]=[CH:27][C:26]([Cl:29])=[CH:25][CH:24]=3)[C:18]([NH:20][C:21](=O)[CH:16]12)=[O:19].[OH-].[Na+].[H-]>C1C=CC=CC=1.O>[Cl:29][C:26]1[CH:27]=[CH:28][C:23]([C:17]23[CH2:15][CH:16]2[CH2:21][NH:20][C:18]3=[O:19])=[CH:24][CH:25]=1 |f:0.1.2.3,5.6|. Procedure: To a stirred solution of 3.0 ml of sodium bis(2-methoxyethoxy)aluminum hydride is added dropwise a solution of 2.2 g of 1-(p-chlorophenyl)-1,2-cyclopropanedicarboximide (U.S. Pat. No. 3,344,026) in 200 ml of benzene, over a 45 minute period, at room temperature, under nitrogen. The mixture is refluxed under nitrogen for one hour. After cooling, 4 ml of 5N sodium hydroxide is added to decompose any excess hydride and the mixture is diluted with 200 ml of water. The benzene phase is separated. The... Reactants: NC=1C=C(C(=O)OC(C)C)C=C(C1O)N (isopropyl 3,5-diamino-4-hydroxybenzoate), Cl (hydrogen chloride). Run in CO (methanol). Conditions: temperature 0 celsius, time 8 hour. Yields the product Cl.Cl.NC=1C=C(C(=O)OC(C)C)C=C(C1O)N (Isopropyl 3,5-diamino-4-hydroxybenzoate Dihydrochloride). Isolated yield 53.0%. As a reaction SMILES: [NH2:1][C:2]1[CH:3]=[C:4]([CH:11]=[C:12]([NH2:15])[C:13]=1[OH:14])[C:5]([O:7][CH:8]([CH3:10])[CH3:9])=[O:6].[ClH:16]>CO>[ClH:16].[ClH:16].[NH2:1][C:2]1[CH:3]=[C:4]([CH:11]=[C:12]([NH2:15])[C:13]=1[OH:14])[C:5]([O:7][CH:8]([CH3:10])[CH3:9])=[O:6] |f:3.4.5|. Procedure: The ester was dissolved in minimum amount of methanol and cooled to 0° C. Dry hydrogen chloride gas was passed through the mixture for 15 minutes. It was stored at -20 ° C. overnight, whereupon the solid which separated was filtered and dried. It was crystallized from ethanol, water and ether mixture to give 1.66 g of the title product (53%), m.p. 247°-249° C. The reactants are O1C(COC2=CC=C(C=C2)C=2N=NSC2)C1 (4-[4(2,3-epoxypropoxy)phenyl]-1,2,3-thiadiazole), C(N)(=O)C1=CC=C(OCCN)C=C1 (4-carbamoylphenoxyethylamine). Solvent: C(C)O (ethanol). Product: C(N)(=O)C1=CC=C(OCCNCC(COC2=CC=C(C=C2)C=2N=NSC2)O)C=C1 (4-[4{3-(4-carbamoylphenoxyethylamino)2-hydroxypropoxy}phenyl]-1,2,3-thiadiazole). RXN SMILES: [O:1]1[CH2:16][CH:2]1[CH2:3][O:4][C:5]1[CH:10]=[CH:9][C:8]([C:11]2[N:12]=[N:13][S:14][CH:15]=2)=[CH:7][CH:6]=1.[C:17]([C:20]1[CH:29]=[CH:28][C:23]([O:24][CH2:25][CH2:26][NH2:27])=[CH:22][CH:21]=1)(=[O:19])[NH2:18]>C(O)C>[C:17]([C:20]1[CH:29]=[CH:28][C:23]([O:24][CH2:25][CH2:26][NH:27][CH2:16][CH:2]([OH:1])[CH2:3][O:4][C:5]2[CH:10]=[CH:9][C:8]([C:11]3[N:12]=[N:13][S:14][CH:15]=3)=[CH:7][CH:6]=2)=[CH:22][CH:21]=1)(=[O:19])[NH2:18]. Reported procedure: A mixture of 234 mg. of 4-[4(2,3-epoxypropoxy)phenyl]-1,2,3-thiadiazole, 180 mg. of 4-carbamoylphenoxyethylamine and 5 ml. of ethanol is stirred at room temperature for 68 hours. The formed precipitate is collected by filtration and recrystallized from methanol thus obtaining the pure 4-[4{3-(4-carbamoylphenoxyethylamino)2-hydroxypropoxy}phenyl]-1,2,3-thiadiazole, m.p. 173°-174° C; λmax 255 nm (ε 32,300); ir 3,345, 1605, 1570 cm-1. The reactants are CC(=O)OI1(C=2C=CC=CC2C(=O)O1)(OC(=O)C)OC(=O)C (Dess-Martin Reagent), OCC1N(C2=CC=CC=C2C1)C(=O)OC(C)(C)C (1,1-dimethylethyl 2,3-dihydro-2-(hydroxymethyl)-1H-indole-1-carboxylate). Run in C(Cl)Cl (DCM). Run at time 15 minute. Yields the product C(=O)C1N(C2=CC=CC=C2C1)C(=O)OC(C)(C)C (1,1-dimethylethyl 2-formyl-2,3-dihydro-1H-indole-1-carboxylate). RXN SMILES: CC(OI1(OC(C)=O)(OC(C)=O)OC(=O)C2C=CC=CC1=2)=O.[OH:23][CH2:24][CH:25]1[CH2:33][C:32]2[C:27](=[CH:28][CH:29]=[CH:30][CH:31]=2)[N:26]1[C:34]([O:36][C:37]([CH3:40])([CH3:39])[CH3:38])=[O:35]>C(Cl)Cl>[CH:24]([CH:25]1[CH2:33][C:32]2[C:27](=[CH:28][CH:29]=[CH:30][CH:31]=2)[N:26]1[C:34]([O:36][C:37]([CH3:40])([CH3:39])[CH3:38])=[O:35])=[O:23]. Procedure: Bis(1,1-dimethylethyl)ester dicarbonic acid (0.07615 mol) in DCM (50 ml) was added over 5 minutes to 2,3-dihydro-1H-indole-2-methanol (0.07615 mol) in DCM (150 ml) at 0° C. The mixture was allowed to warm to room temperature and stirred overnight. The mixture was concentrated under reduced pressure and submitted to a Kogel Rohr distillation, yielding 11.98 g of 1,1-dimethylethyl 2,3-dihydro-2-(hydroxymethyl)-1H-indole-1-carboxylate (intermediate 11). b) Dess-Martin Reagent (0.011 mol) was added ... The reactants are CC(C)(C)OC(=O)N1CC=C(c2cc3c(Cl)ncnc3[nH]2)CC1, CCCCO, Cn1cnc2ccc(N)cc21. Product: Cn1cnc2ccc(Nc3ncnc4[nH]c(C5=CCN(C(=O)OC(C)(C)C)CC5)cc34)cc21. Reaction SMILES: [C:1]([CH3:2])([CH3:3])([CH3:4])[O:5][C:6](=[O:7])[N:8]1[CH2:9][CH2:10][C:11]([c:14]2[cH:15][c:16]3[c:17]([n:18][cH:19][n:20][c:21]3[Cl:22])[nH:23]2)=[CH:12][CH2:13]1.[CH2:35]([OH:36])[CH2:37][CH2:38][CH3:39].[CH3:24][n:25]1[cH:26][n:27][c:28]2[c:29]1[cH:30][c:31]([NH2:34])[cH:32][cH:33]2>>[C:1]([CH3:2])([CH3:3])([CH3:4])[O:5][C:6](=[O:7])[N:8]1[CH2:9][CH2:10][C:11]([c:14]2[cH:15][c:16]3[c:17]([n:18][cH:19][n:20][c:21]3[NH:34][c:31]3[cH:30][c:29]4[n:25]([CH3:24])[cH:26][n:27][c:28]4[cH:33][cH:32]3)[nH:23]2)=[CH:12][CH2:13]1. Reactants: COC(=O)C(NC(=O)c1ccc(-c2nc3cc(C#N)cc(C(C)C)c3o2)cc1)C1CCN(C(=O)OC(C)(C)C)CC1, O=C([O-])[O-], [K+], [K+]. Product: COC(=O)C(NC(=O)c1ccc(-c2nc3cc(C#N)cc(C(C)C)c3o2)cc1)C1CCNCC1. RXN SMILES: [C:1]([O:2][C:3](=[O:4])[N:8]1[CH2:9][CH2:10][CH:11]([CH:14]([C:15](=[O:16])[O:17][CH3:18])[NH:19][C:20]([c:21]2[cH:22][cH:23][c:24](-[c:27]3[o:28][c:29]4[c:30]([n:31]3)[cH:32][c:33]([C:39]#[N:40])[cH:34][c:35]4[CH:36]([CH3:37])[CH3:38])[cH:25][cH:26]2)=[O:41])[CH2:12][CH2:13]1)([CH3:5])([CH3:6])[CH3:7].[C:42](=[O:43])([O-:44])[O-:45].[K+:46].[K+:47]>>[NH:8]1[CH2:9][CH2:10][CH:11]([CH:14]([C:15](=[O:16])[O:17][CH3:18])[NH:19][C:20]([c:21]2[cH:22][cH:23][c:24](-[c:27]3[o:28][c:29]4[c:30]([n:31]3)[cH:32][c:33]([C:39]#[N:40])[cH:34][c:35]4[CH:36]([CH3:37])[CH3:38])[cH:25][cH:26]2)=[O:41])[CH2:12][CH2:13]1. Starting materials: C(C(=O)Cl)(=O)Cl (Oxalyl chloride), Cl.N1(CCCCC1)CC=CC(=O)O (4-(piperidin-1-yl)-but-2-enoic acid hydrochloride), resultant suspension. Reagents/catalysts: CN(C=O)C (Dimethylformamide). The solvent is ClCCl (dichloromethane). Run at time 1 hour. Yields the product Cl.Cl.N1(CCCCC1)CC=CC(=O)OC(C=CCN1CCCCC1)=O (4-(Piperidin-1-yl)-but-2-enoic Acid Anhydride Dihydrochloride). RXN SMILES: [C:1](Cl)(=[O:5])[C:2]([Cl:4])=O.[ClH:7].[N:8]1([CH2:14][CH:15]=[CH:16][C:17]([OH:19])=[O:18])[CH2:13][CH2:12][CH2:11][CH2:10][CH2:9]1>ClCCl.CN(C)C=O>[ClH:4].[ClH:7].[N:8]1([CH2:14][CH:15]=[CH:16][C:17]([O:19][C:1](=[O:5])[CH:2]=[CH:15][CH2:14][N:8]2[CH2:13][CH2:12][CH2:11][CH2:10][CH2:9]2)=[O:18])[CH2:13][CH2:12][CH2:11][CH2:10][CH2:9]1 |f:1.2,5.6.7|. Procedure: Oxalyl chloride (4.2 ml) was added to a stirred solution of 4-(piperidin-1-yl)-but-2-enoic acid hydrochloride (10 g) in dichloromethane (200 ml). Dimethylformamide (2 drops) was then added. The resultant suspension was stirred for 4 h and then concentrated to ˜25 ml. The slurry obtained was stirred a further 1 h and then filtered. The filter pad was washed with dichloromethan (50 ml) and dired in vacuo to give the title compound as a white solid (4.95 g). M.p. 120-124° C. (decomposition). Reactants: [K] (potassium), NC1=CC=C(C=2C(C3=CC=CC=C3C(C12)=O)=O)N (1,4-diaminoanthraquinone), NC1=CC=CC=2C(C3=CC=CC=C3C(C12)=O)=O (1-aminoanthraquinone), OS(=O)(=O)O (H2SO4). Run in O (water). Run at time 30 minute. The product is C1=CC=C2C(=C1)C(=O)C3=C(C=CC(=C3C2=O)NC4=C5C(=C(C=C4)N)C(=O)C6=CC=CC=C6C5=O)N (4,4'-diamino-1,1'-dianthrimide). Yield: 99.8%. RXN SMILES: [NH2:1][C:2]1[C:15]2[C:14](=[O:16])[C:13]3[C:8](=[CH:9][CH:10]=[CH:11][CH:12]=3)[C:7](=[O:17])[C:6]=2[C:5]([NH2:18])=[CH:4][CH:3]=1.[NH2:19][C:20]1[C:33]2[C:32](=[O:34])[C:31]3[C:26](=[CH:27][CH:28]=[CH:29][CH:30]=3)[C:25](=[O:35])[C:24]=2[CH:23]=[CH:22][CH:21]=1.OS(O)(=O)=O.[K]>O>[CH:10]1[CH:9]=[C:8]2[C:7]([C:6]3[C:15]([C:14](=[O:16])[C:13]2=[CH:12][CH:11]=1)=[C:2]([NH:1][C:23]1[CH:22]=[CH:21][C:20]([NH2:19])=[C:33]2[C:32]([C:31]4[C:26]([C:25](=[O:35])[C:24]=12)=[CH:27][CH:28]=[CH:29][CH:30]=4)=[O:34])[CH:3]=[CH:4][C:5]=3[NH2:18])=[O:17] |^1:40|. Procedure details: A solution of 52.0 g of 1,4-diaminoanthraquinone (92% pure) and 47.0 g of 1-aminoanthraquinone (98% pure) in 410 g of 96% strength H2SO4 is added dropwise to 410 g of water. 95.0 g of potassium peroxodisulphate is introduced into the red-orange paste at 40°-50° C. within 1 hour, the mixture is stirred for approximately a further 30 minutes and the solid is filtered off with suction. The filter cake is washed to neutrality and then stirred briefly in a mixture of 100 ml of 40% strength NaHSO3 sol... Starting materials: C1CCOC1, CO, COC(=O)c1ccc(NC(=O)c2cc(OCC(C)C)c3cc(C)oc3c2)nc1, [Na+], [OH-], O. The product is Cc1cc2c(OCC(C)C)cc(C(=O)Nc3ccc(C(=O)O)cn3)cc2o1. Reaction SMILES: [CH2:33]1[O:34][CH2:35][CH2:36][CH2:37]1.[CH3:31][OH:32].[CH3:3][c:4]1[o:5][c:6]2[c:7]([cH:8]1)[c:9]([O:26][CH2:27][CH:28]([CH3:29])[CH3:30])[cH:10][c:11]([C:13]([NH:14][c:15]1[n:16][cH:17][c:18]([C:21](=[O:22])[O:23][CH3:24])[cH:19][cH:20]1)=[O:25])[cH:12]2.[Na+:2].[OH-:1].[OH2:38]>>[CH3:3][c:4]1[o:5][c:6]2[c:7]([cH:8]1)[c:9]([O:26][CH2:27][CH:28]([CH3:29])[CH3:30])[cH:10][c:11]([C:13]([NH:14][c:15]1[n:16][cH:17][c:18]([C:21](=[O:22])[OH:23])[cH:19][cH:20]1)=[O:25])[cH:12]2.